From a dataset of the Open Reaction Database (ORD), a public repository of structured organic reaction records. describe an organic reaction: reactants, conditions, products, and yield Reactants: C[O-].[Na+] (sodium methoxide), [BH4-].[Na+] (sodium borohydride), [OH-].[Na+] (NaOH), NC=1C=C(C(=O)NC2=CC=C(C=C2)C=2SC3=C(N2)C=CC(=C3)C)C=CC1 (3-amino-N-[4-(6-methylbenzothiazol-2-yl)-phenyl]-benzamide), C=O (paraformaldehyde). The solvent is CO (MeOH), CO (MeOH). Yields the product CNC=1C=C(C(=O)NC2=CC=C(C=C2)C=2SC3=C(N2)C=CC(=C3)C)C=CC1 (3-(Methylamino)-N-[4-(6-methyl-1,3-benzothiazol-2-yl)phenyl]benzamide). Isolated yield 18.5%. Reaction SMILES: [NH2:1][C:2]1[CH:3]=[C:4]([CH:24]=[CH:25][CH:26]=1)[C:5]([NH:7][C:8]1[CH:13]=[CH:12][C:11]([C:14]2[S:15][C:16]3[CH:22]=[C:21]([CH3:23])[CH:20]=[CH:19][C:17]=3[N:18]=2)=[CH:10][CH:9]=1)=[O:6].[CH2:27]=O.C[O-].[Na+].[BH4-].[Na+].[OH-].[Na+]>CO>[CH3:27][NH:1][C:2]1[CH:3]=[C:4]([CH:24]=[CH:25][CH:26]=1)[C:5]([NH:7][C:8]1[CH:13]=[CH:12][C:11]([C:14]2[S:15][C:16]3[CH:22]=[C:21]([CH3:23])[CH:20]=[CH:19][C:17]=3[N:18]=2)=[CH:10][CH:9]=1)=[O:6] |f:2.3,4.5,6.7|. Procedure details: To a stirred mixture of 3-amino-N-[4-(6-methylbenzothiazol-2-yl)-phenyl]-benzamide (0.50 g, 1.39 mmol) and paraformaldehyde (0.059 g, 1.95 mmol) in MeOH (15 ml) at 0° C. was added dropwise a solution of sodium methoxide in MeOH (0.5 M, 3.9 ml, 1.95 mmol). The reaction mixture was then heated under reflux for 1 h. The reaction mixture was cooled to room temperature, sodium borohydride (0.081 g, 2.09 mmol) was added and heating was continued under reflux for 1 h. The reaction mixture was cooled to...